From a dataset of the Open Reaction Database (ORD), a public repository of structured organic reaction records. describe an organic reaction: reactants, conditions, products, and yield Reactants: CC1(C)NCc2cc(Br)cnc2NC1=O, CCC#N, CCOC(C)=O, CCN(C(C)C)C(C)C, C=CC(=O)N(C)Cc1cccc(Cl)c1OCCC, CC(=O)[O-], CC(=O)[O-], CN(C)C=O, [Pd+2]. Yields the product CCCOc1c(Cl)cccc1CN(C)C(=O)C=Cc1cnc2c(c1)CNC(C)(C)C(=O)N2. RXN SMILES: [Br:28][c:29]1[cH:30][c:31]2[c:32]([n:41][cH:42]1)[NH:33][C:34](=[O:40])[C:35]([CH3:38])([CH3:39])[NH:36][CH2:37]2.[C:43](#[N:44])[CH2:45][CH3:46].[CH3:52][CH2:53][O:54][C:55]([CH3:56])=[O:57].[CH:19]([N:20]([CH:21]([CH3:22])[CH3:23])[CH2:24][CH3:25])([CH3:26])[CH3:27].[Cl:1][c:2]1[c:3]([O:15][CH2:16][CH2:17][CH3:18])[c:4]([CH2:5][N:6]([C:7]([CH:8]=[CH2:9])=[O:10])[CH3:11])[cH:12][cH:13][cH:14]1.[O-:59][C:60]([CH3:61])=[O:62].[O-:63][C:64]([CH3:65])=[O:66].[O:47]=[CH:48][N:49]([CH3:50])[CH3:51].[Pd+2:58]>>[Cl:1][c:2]1[c:3]([O:15][CH2:16][CH2:17][CH3:18])[c:4]([CH2:5][N:6]([C:7]([CH:8]=[CH:9][c:29]2[cH:30][c:31]3[c:32]([n:41][cH:42]2)[NH:33][C:34](=[O:40])[C:35]([CH3:38])([CH3:39])[NH:36][CH2:37]3)=[O:10])[CH3:11])[cH:12][cH:13][cH:14]1.